This data is from the Open Reaction Database (ORD), a public repository of structured organic reaction records. The task is: describe an organic reaction: reactants, conditions, products, and yield The reactants are BrC1=NC(=CC=C1)C(\C=C\N(C)C)C1=CC=C(C=C1)Cl (E-2-bromo-6-(1-(4-chlorophenyl)-3-dimethylaminoallyl)pyridine). The reagents and catalysts are [Pt] (Pt/C). Solvent: C(C)O (ethanol). Run at time 96 hour. Product: BrC1=NC(=CC=C1)C(CCN(C)C)C1=CC=C(C=C1)Cl (2-Bromo-6-(1-(4-chlorophenyl)-3-dimethylaminopropyl)pyridine). As a reaction SMILES: [Br:1][C:2]1[CH:7]=[CH:6][CH:5]=[C:4]([CH:8]([C:14]2[CH:19]=[CH:18][C:17]([Cl:20])=[CH:16][CH:15]=2)/[CH:9]=[CH:10]/[N:11]([CH3:13])[CH3:12])[N:3]=1>C(O)C.[Pt]>[Br:1][C:2]1[CH:7]=[CH:6][CH:5]=[C:4]([CH:8]([C:14]2[CH:15]=[CH:16][C:17]([Cl:20])=[CH:18][CH:19]=2)[CH2:9][CH2:10][N:11]([CH3:13])[CH3:12])[N:3]=1. Reported procedure: A solution of E-2-bromo-6-(1-(4-chlorophenyl)-3-dimethylaminoallyl)pyridine (vide supra (2.0 g) in absolute ethanol (150 mL) was stirred under hydrogen with 10% Pt/C (0.86 g) for 48 hr. The reaction mixture was filtered through Celite and the reduction continued with fresh catalyst (0.67 g) for an additional 96 hr. Filtration through Celite and concentration under reduced pressure gave an oil which was chromatographed on silica gel (Waters Prep 500) with 3:1/methanol:methylene chloride. This pro...